This data is from the Open Reaction Database (ORD), a public repository of structured organic reaction records. The task is: describe an organic reaction: reactants, conditions, products, and yield The reactants are CCOC(=O)C=C1CCNc2c(F)cccc21, CCOC(C)=O, Cc1ccccc1, CCN(C(C)C)C(C)C, ClCCl, Cc1cc(C(=O)N2Cc3cccn3Cc3ccccc32)ccc1CN. Yields the product CCOC(=O)C=C1CCN(C(=O)NCc2ccc(C(=O)N3Cc4cccn4Cc4ccccc43)cc2C)c2c(F)cccc21. RXN SMILES: [CH2:1]([CH3:2])[O:3][C:4]([CH:5]=[C:6]1[CH2:7][CH2:8][NH:9][c:10]2[c:11]([F:16])[cH:12][cH:13][cH:14][c:15]21)=[O:17].[CH3:27][CH2:28][O:29][C:30]([CH3:31])=[O:32].[CH3:58][c:59]1[cH:60][cH:61][cH:62][cH:63][cH:64]1.[CH:18]([N:19]([CH:20]([CH3:21])[CH3:22])[CH2:23][CH3:24])([CH3:25])[CH3:26].[Cl:65][CH2:66][Cl:67].[NH2:33][CH2:34][c:35]1[c:36]([CH3:57])[cH:37][c:38]([C:41](=[O:42])[N:43]2[CH2:44][c:45]3[n:46]([cH:54][cH:55][cH:56]3)[CH2:47][c:48]3[c:49]2[cH:50][cH:51][cH:52][cH:53]3)[cH:39][cH:40]1>>[CH2:1]([CH3:2])[O:3][C:4]([CH:5]=[C:6]1[CH2:7][CH2:8][N:9]([C:28](=[O:29])[NH:33][CH2:34][c:35]2[c:36]([CH3:57])[cH:37][c:38]([C:41](=[O:42])[N:43]3[CH2:44][c:45]4[n:46]([cH:54][cH:55][cH:56]4)[CH2:47][c:48]4[c:49]3[cH:50][cH:51][cH:52][cH:53]4)[cH:39][cH:40]2)[c:10]2[c:11]([F:16])[cH:12][cH:13][cH:14][c:15]21)=[O:17]. Yields the product BrC=1C=C(C#N)C=CC1OCC1=CC=CC=C1 (3-Bromo-4-[(phenylmethyl)oxy]benzonitrile). Reaction SMILES: [Br:1][C:2]1[CH:3]=[C:4]([CH:7]=[CH:8][C:9]=1[OH:10])[C:5]#[N:6].C(=O)([O-])[O-].[K+].[K+].[CH2:17](Cl)[C:18]1[CH:23]=[CH:22][CH:21]=[CH:20][CH:19]=1.O>CC(C)=O.[I-].[K+].CCOCC>[Br:1][C:2]1[CH:3]=[C:4]([CH:7]=[CH:8][C:9]=1[O:10][CH2:17][C:18]1[CH:23]=[CH:22][CH:21]=[CH:20][CH:19]=1)[C:5]#[N:6] |f:1.2.3,7.8|. Reported procedure: To a solution of 3-bromo-4-hydroxybenzonitrile (60 g, 303 mmol) in acetone (600 mL) under nitrogen, potassium carbonate (62.8 g, 455 mmol) was added followed by potassium iodide (0.503 g, 3.03 mmol). To the mixture benzyl chloride (49.3 mL, 424 mmol) was added dropwise and the mixture was heated at 50° C. (48° C. internal temp) for 16 h. Reaction mixture was cooled down to room temperature, taken up with water (500 mL)/Et2O (1 L). Phases were separated and the aqueous phase back extracted with E... Yield: 86.1%. The reactants are BrC=1C=C(C#N)C=CC1O (3-bromo-4-hydroxybenzonitrile), C([O-])([O-])=O.[K+].[K+] (potassium carbonate), O (water), C(C1=CC=CC=C1)Cl (benzyl chloride). The solvent is CC(=O)C (acetone), CCOCC (Et2O). Reagents/catalysts: [I-].[K+] (potassium iodide). Reaction conditions: temperature 48 celsius. The reactants are ClC1=CC(=CC=C1)C(=O)OO (m-chloroperbenzoic acid), C(C1=CC=CC=C1)(C1=CC=CC=C1)OC(=O)C=1N2C(C(C2SCC1C1=CN=C(S1)NC=1C=NC=CC1)NC(C(C=1N=C(SC1)NC(C1=CC=CC=C1)(C1=CC=CC=C1)C1=CC=CC=C1)=NOC(C)(C)C(=O)OC(C)(C)C)=O)=O (2-benzhydryloxycarbonyl-7-{2-[(2-t-butoxycarbonylprop-2-yl)-oxyimino]-2-(2-tritylaminothiazol-4-yl)-acetamido}-8-oxo-3-[2-(pyridin-3-yl-amino)-thiazol-5-yl]-5-thia-1-azabicyclo[4.2.0]oct-2-ene). The solvent is C(Cl)Cl (methylene chloride), C(Cl)Cl (methylene chloride), C(Cl)Cl (methylene chloride). Conditions: temperature 0 celsius, time 15 minute. Yields the product C(C1=CC=CC=C1)(C1=CC=CC=C1)OC(=O)C=1N2C(C(C2S(CC1C1=CN=C(S1)NC=1C=NC=CC1)=O)NC(C(C=1N=C(SC1)NC(C1=CC=CC=C1)(C1=CC=CC=C1)C1=CC=CC=C1)=NOC(C)(C)C(=O)OC(C)(C)C)=O)=O (2-benzhydryloxycarbonyl-7-{2-[(2-t-butoxycarbonyl-prop-2-yl)-oxyimino]-2-(2-tritylaminothiazol-4-yl)-acetamido}-8-oxo-3-[2-(pyridin-3-yl-amino)-thiazol-5-yl]-5-thia-1-azabicyclo[4.2.0]oct-2-ene 5-oxide). Isolated yield 5.1%. RXN SMILES: ClC1C=CC=C(C(OO)=[O:9])C=1.[CH:12]([O:25][C:26]([C:28]1[N:29]2[CH:32]([S:33][CH2:34][C:35]=1[C:36]1[S:40][C:39]([NH:41][C:42]3[CH:43]=[N:44][CH:45]=[CH:46][CH:47]=3)=[N:38][CH:37]=1)[CH:31]([NH:48][C:49](=[O:88])[C:50](=[N:76][O:77][C:78]([C:81]([O:83][C:84]([CH3:87])([CH3:86])[CH3:85])=[O:82])([CH3:80])[CH3:79])[C:51]1[N:52]=[C:53]([NH:56][C:57]([C:70]3[CH:75]=[CH:74][CH:73]=[CH:72][CH:71]=3)([C:64]3[CH:69]=[CH:68][CH:67]=[CH:66][CH:65]=3)[C:58]3[CH:63]=[CH:62][CH:61]=[CH:60][CH:59]=3)[S:54][CH:55]=1)[C:30]2=[O:89])=[O:27])([C:19]1[CH:24]=[CH:23][CH:22]=[CH:21][CH:20]=1)[C:13]1[CH:18]=[CH:17][CH:16]=[CH:15][CH:14]=1>C(Cl)Cl>[CH:12]([O:25][C:26]([C:28]1[N:29]2[CH:32]([S:33](=[O:9])[CH2:34][C:35]=1[C:36]1[S:40][C:39]([NH:41][C:42]3[CH:43]=[N:44][CH:45]=[CH:46][CH:47]=3)=[N:38][CH:37]=1)[CH:31]([NH:48][C:49](=[O:88])[C:50](=[N:76][O:77][C:78]([C:81]([O:83][C:84]([CH3:87])([CH3:86])[CH3:85])=[O:82])([CH3:80])[CH3:79])[C:51]1[N:52]=[C:53]([NH:56][C:57]([C:58]3[CH:59]=[CH:60][CH:61]=[CH:62][CH:63]=3)([C:64]3[CH:65]=[CH:66][CH:67]=[CH:68][CH:69]=3)[C:70]3[CH:71]=[CH:72][CH:73]=[CH:74][CH:75]=3)[S:54][CH:55]=1)[C:30]2=[O:89])=[O:27])([C:19]1[CH:20]=[CH:21][CH:22]=[CH:23][CH:24]=1)[C:13]1[CH:14]=[CH:15][CH:16]=[CH:17][CH:18]=1. Reported procedure: A solution of m-chloroperbenzoic acid (2.59 g) in methylene chloride (52 cc) is run, over a period of 30 minutes, into a solution, cooled to 0° C., of the syn isomer of 2-benzhydryloxycarbonyl-7-{2-[(2-t-butoxycarbonylprop-2-yl)-oxyimino]-2-(2-tritylaminothiazol-4-yl)-acetamido}-8-oxo-3-[2-(pyridin-3-yl-amino)-thiazol-5-yl]-5-thia-1-azabicyclo[4.2.0]oct-2-ene (13.46 g) in methylene chloride (123 cc). The mixture is stirred for 15 minutes at 0° C. and the reaction solution is then diluted with me... Reactants: [BH4-], CO, NC(Cc1ccccc1)C(=O)N1CCN(Cc2ccccc2)CC1, [Na+], O, O=Cc1ccc2[nH]ccc2c1. RXN SMILES: [BH4-:36].[CH3:39][OH:40].[NH2:12][CH:13]([C:14](=[O:15])[N:16]1[CH2:17][CH2:18][N:19]([CH2:22][c:23]2[cH:24][cH:25][cH:26][cH:27][cH:28]2)[CH2:20][CH2:21]1)[CH2:29][c:30]1[cH:31][cH:32][cH:33][cH:34][cH:35]1.[Na+:37].[OH2:38].[nH:1]1[cH:2][cH:3][c:4]2[cH:5][c:6]([CH:10]=[O:11])[cH:7][cH:8][c:9]12>>[nH:1]1[cH:2][cH:3][c:4]2[cH:5][c:6]([CH2:10][NH:12][CH:13]([C:14](=[O:15])[N:16]3[CH2:17][CH2:18][N:19]([CH2:22][c:23]4[cH:24][cH:25][cH:26][cH:27][cH:28]4)[CH2:20][CH2:21]3)[CH2:29][c:30]3[cH:31][cH:32][cH:33][cH:34][cH:35]3)[cH:7][cH:8][c:9]12. Product: O=C(C(Cc1ccccc1)NCc1ccc2[nH]ccc2c1)N1CCN(Cc2ccccc2)CC1.